This data is from the Open Reaction Database (ORD), a public repository of structured organic reaction records. The task is: describe an organic reaction: reactants, conditions, products, and yield The reactants are B1(OO1)[O-].O.O.O.O.[Na+] (Sodium perborate tetrahydrate), CN(C(CCSC)=O)C=1SC(=NN1)C=1C=NC=CC1 (N-methyl-3-(methylthio)-N-(5-(pyridin-3-yl)-1,3,4-thiadiazol-2-yl)propanamide). Solvent: C(C)(=O)O (acetic acid), C([O-])(O)=O.[Na+] (sodium bicarbonate). Conditions: temperature 60 celsius. Yields the product CN(C(CCS(=O)(=O)C)=O)C=1SC(=NN1)C=1C=NC=CC1 (N-methyl-3-(methylsulfonyl)-N-(5-(pyridin-3-yl)-1,3,4-thiadiazol-2-yl)propanamide). The yield is 81.1%. As a reaction SMILES: B1([O-])OO1.[OH2:5].[OH2:6].O.O.[Na+].[CH3:10][N:11]([C:18]1[S:19][C:20]([C:23]2[CH:24]=[N:25][CH:26]=[CH:27][CH:28]=2)=[N:21][N:22]=1)[C:12](=[O:17])[CH2:13][CH2:14][S:15][CH3:16]>C(O)(=O)C.C(=O)(O)[O-].[Na+]>[CH3:10][N:11]([C:18]1[S:19][C:20]([C:23]2[CH:24]=[N:25][CH:26]=[CH:27][CH:28]=2)=[N:21][N:22]=1)[C:12](=[O:17])[CH2:13][CH2:14][S:15]([CH3:16])(=[O:6])=[O:5] |f:0.1.2.3.4.5,8.9|. Procedure details: Sodium perborate tetrahydrate (130 mg, 0.84 mmol, 2.4 equiv) was added to a stirred solution of N-methyl-3-(methylthio)-N-(5-(pyridin-3-yl)-1,3,4-thiadiazol-2-yl)propanamide (100 mg, 0.34 mmol, 1.0 equiv) in glacial acetic acid (1.8 mL) at 23° C. The resulting yellow suspension was heated to 60° C. for 15 h. The cooled reaction mixture was diluted with a saturated solution of sodium bicarbonate (50 mL) and extracted with dichloromethane (3×30 mL). The combined organic layers were dried (sodium s... The reactants are C(C)OC(=O)C=1OC2=C(C1C)C(=CC=C2)OCC2OC2 (3-Methyl-4-oxiranylmethoxy-benzofuran-2-carboxylic acid ethyl ester), N1=CC(=CC=C1)CN (3-picolylamine). The solvent is C(C)O (ethanol), C(C)(=O)OCC (ethyl acetate). Reaction conditions: temperature 70 celsius, time 2 hour. Yields the product C(C)OC(=O)C=1OC2=C(C1C)C(=CC=C2)OCC(CNCC=2C=NC=CC2)O (4-[2-hydroxy-3-[(pyridin-3-ylmethyl)-amino]-propoxy]-3-methyl-benzofuran-2-carboxylicacid ethyl ester). RXN SMILES: [CH2:1]([O:3][C:4]([C:6]1[O:7][C:8]2[CH:15]=[CH:14][CH:13]=[C:12]([O:16][CH2:17][CH:18]3[CH2:20][O:19]3)[C:9]=2[C:10]=1[CH3:11])=[O:5])[CH3:2].[N:21]1[CH:26]=[CH:25][CH:24]=[C:23]([CH2:27][NH2:28])[CH:22]=1>C(O)C.C(OCC)(=O)C>[CH2:1]([O:3][C:4]([C:6]1[O:7][C:8]2[CH:15]=[CH:14][CH:13]=[C:12]([O:16][CH2:17][CH:18]([OH:19])[CH2:20][NH:28][CH2:27][C:23]3[CH:22]=[N:21][CH:26]=[CH:25][CH:24]=3)[C:9]=2[C:10]=1[CH3:11])=[O:5])[CH3:2]. Reported procedure: 3-Methyl-4-oxiranylmethoxy-benzofuran-2-carboxylic acid ethyl ester (500 mg) (Naresh K. Sangwan et al., Eur. J. Med. Chem. (1987), 22(2), 153-6) and 3-picolylamine (1 ml) were dissolved in ethanol (5 ml) and stirred at 70° C. for two hours. The reaction mixture was dissolved in ethyl acetate and washed with saturated ammonium chloride solution and water. The organic solvent was dried over anhydrous sodium sulfate and evaporated to dryness. The residue was purified by silica gel column chromatogr... Starting materials: C(C)(=O)C1=CC=C2C(=N1)C=CN2C(=O)OC(C)(C)C (tert-butyl 5-acetylpyrrolo[3,2-b]pyridine-1-carboxylate), CC(C)(C)[S@@](=O)N ((R)-2-methylpropane-2-sulfinamide). Reagents/catalysts: [O-]CC.[Ti+4].[O-]CC.[O-]CC.[O-]CC (titanium (IV) ethoxide). Run in C1CCOC1 (THF). Conditions: temperature 75 celsius, time 16 hour. The product is C(C)(C)(C)[S@@](=O)N=C(C)C1=CC=C2C(=N1)C=CN2C(=O)OC(C)(C)C ((R)-tert-butyl 5-(1-(tert-butylsulfinylimino)-ethyl)-1H-pyrrolo[3,2-b]pyridine-1-carboxylate). Yield: 53.7%. Reaction SMILES: [C:1]([C:4]1[N:9]=[C:8]2[CH:10]=[CH:11][N:12]([C:13]([O:15][C:16]([CH3:19])([CH3:18])[CH3:17])=[O:14])[C:7]2=[CH:6][CH:5]=1)(=O)[CH3:2].[CH3:20][C:21]([S@:24]([NH2:26])=[O:25])([CH3:23])[CH3:22]>C1COCC1.[O-]CC.[Ti+4].[O-]CC.[O-]CC.[O-]CC>[C:21]([S@:24]([N:26]=[C:1]([C:4]1[N:9]=[C:8]2[CH:10]=[CH:11][N:12]([C:13]([O:15][C:16]([CH3:19])([CH3:18])[CH3:17])=[O:14])[C:7]2=[CH:6][CH:5]=1)[CH3:2])=[O:25])([CH3:23])([CH3:22])[CH3:20] |f:3.4.5.6.7|. Procedure: To a solution of tert-butyl 5-acetylpyrrolo[3,2-b]pyridine-1-carboxylate (2.0 g, 7.68 mmol) and (R)-2-methylpropane-2-sulfinamide (1.04 g, 8.45 mmol) dissolved in anhydrous THF (50 mL) was added titanium (IV) ethoxide (3.2 mL, 15.37 mmol) at RT under a N2 atmosphere. The reaction mixture was stirred at 75° C. under N2 for 16 h. The solvent was removed in vacuo and the crude residue was diluted with EtOAc (ca. 100 mL). The reaction mixture was vigorously stirred while a saturated solution of brin... The reactants are CCOC(=O)CC#N, CC(=O)c1ccccc1C, CC(=O)[O-], CCOC(C)=O, CC(=O)O, [NH4+], c1ccccc1. Product: CCOC(=O)C(C#N)=C(C)c1ccccc1C. Reaction SMILES: [C:11](#[N:12])[CH2:13][C:14](=[O:15])[O:16][CH2:17][CH3:18].[CH3:1][c:2]1[c:3]([C:8]([CH3:9])=[O:10])[cH:4][cH:5][cH:6][cH:7]1.[CH3:20][C:21](=[O:22])[O-:23].[CH3:24][CH2:25][O:26][C:27](=[O:28])[CH3:29].[CH3:30][C:31](=[O:32])[OH:33].[NH4+:19].[cH:34]1[cH:35][cH:36][cH:37][cH:38][cH:39]1>>[CH3:1][c:2]1[c:3]([C:8]([CH3:9])=[C:13]([C:11]#[N:12])[C:14](=[O:15])[O:16][CH2:17][CH3:18])[cH:4][cH:5][cH:6][cH:7]1. Starting materials: C(C)OC=1C=C(C=CC1C(F)(F)F)C1=NC=2N(C(=C1)C(F)(F)F)N=CC2C(=O)O (5-(3-ethoxy-4-trifluoromethyl-phenyl)-7-trifluoromethyl-pyrazolo[1,5-a]pyrimidine-3-carboxylic acid), OCC(C)(C)NS(=O)(=O)C=1SC(=C(C1)N)Cl (4-amino-5-chloro-thiophene-2-sulfonic acid (2-hydroxy-1,1-dimethyl-ethyl)-amide). The product is ClC=1SC(=CC1NC(=O)C=1C=NN2C1N=C(C=C2C(F)(F)F)C2=CC(=C(C=C2)C(F)(F)F)OCC)S(NC(CO)(C)C)(=O)=O (5-(3-Ethoxy-4-trifluoromethyl-phenyl)-7-trifluoromethyl-pyrazolo[1,5-a]pyrimidine-3-carboxylic acid [2-chloro-5-(2-hydroxy-1,1-dimethyl-ethylsulfamoyl)-thiophen-3-yl]-amide). RXN SMILES: [CH2:1]([O:3][C:4]1[CH:5]=[C:6]([C:14]2[CH:19]=[C:18]([C:20]([F:23])([F:22])[F:21])[N:17]3[N:24]=[CH:25][C:26]([C:27](O)=[O:28])=[C:16]3[N:15]=2)[CH:7]=[CH:8][C:9]=1[C:10]([F:13])([F:12])[F:11])[CH3:2].[OH:30][CH2:31][C:32]([NH:35][S:36]([C:39]1[S:40][C:41]([Cl:45])=[C:42]([NH2:44])[CH:43]=1)(=[O:38])=[O:37])([CH3:34])[CH3:33]>>[Cl:45][C:41]1[S:40][C:39]([S:36](=[O:38])(=[O:37])[NH:35][C:32]([CH3:34])([CH3:33])[CH2:31][OH:30])=[CH:43][C:42]=1[NH:44][C:27]([C:26]1[CH:25]=[N:24][N:17]2[C:18]([C:20]([F:21])([F:22])[F:23])=[CH:19][C:14]([C:6]3[CH:7]=[CH:8][C:9]([C:10]([F:13])([F:12])[F:11])=[C:4]([O:3][CH2:1][CH3:2])[CH:5]=3)=[N:15][C:16]=12)=[O:28]. Procedure details: The title compound was prepared from 5-(3-ethoxy-4-trifluoromethyl-phenyl)-7-trifluoromethyl-pyrazolo[1,5-a]pyrimidine-3-carboxylic acid (example C.10) and 4-amino-5-chloro-thiophene-2-sulfonic acid (2-hydroxy-1,1-dimethyl-ethyl)-amide (example B.2) according to general procedure II. Yellow solid. MS (ISP) 684.3 [(M−H)−]; mp 234° C.